From a dataset of the Open Reaction Database (ORD), a public repository of structured organic reaction records. describe an organic reaction: reactants, conditions, products, and yield Reactants: ClC1=CC=C(C=C1)S(=O)(=O)N[C@H](C(=O)NC1=CC=C(C=C1)C(=O)OCC)COC1OCCCC1 ((S)-2-(4-chlorobenzenesulfonylamino)-N-(4-ethoxycarbonylphenyl)-3-(tetrahydropyran-2-yloxy)propanamide), [OH-].[Na+] (NaOH). Solvent: C(C)O (ethanol). Run at time 8 hour. Product: C(=O)(O)C1=CC=C(C=C1)NC([C@H](COC1OCCCC1)NS(=O)(=O)C1=CC=C(C=C1)Cl)=O ((S)-N-(4-carboxyphenyl)-2-(4-chlorobenzenesulfonylamino)-3-(tetrahydropyran-2-yloxy)propanamide). Yield: 77.8%. RXN SMILES: [Cl:1][C:2]1[CH:7]=[CH:6][C:5]([S:8]([NH:11][C@@H:12]([CH2:27][O:28][CH:29]2[CH2:34][CH2:33][CH2:32][CH2:31][O:30]2)[C:13]([NH:15][C:16]2[CH:21]=[CH:20][C:19]([C:22]([O:24]CC)=[O:23])=[CH:18][CH:17]=2)=[O:14])(=[O:10])=[O:9])=[CH:4][CH:3]=1.[OH-].[Na+]>C(O)C>[C:22]([C:19]1[CH:20]=[CH:21][C:16]([NH:15][C:13](=[O:14])[C@@H:12]([NH:11][S:8]([C:5]2[CH:6]=[CH:7][C:2]([Cl:1])=[CH:3][CH:4]=2)(=[O:10])=[O:9])[CH2:27][O:28][CH:29]2[CH2:34][CH2:33][CH2:32][CH2:31][O:30]2)=[CH:17][CH:18]=1)([OH:24])=[O:23] |f:1.2|. Procedure: A mixture of (S)-2-(4-chlorobenzenesulfonylamino)-N-(4-ethoxycarbonylphenyl)-3-(tetrahydropyran-2-yloxy)propanamide (200 mg), ethanol (5 ml), and 2N NaOH (2 ml) was stirred at room temperature overnight under argon. The reaction mixture was concentrated under reduced pressure. It was repeated 3 times in order to remove ethanol completely that a small amount of purified water was added to the residue, and the whole was concentrated under reduced pressure. The residue was acidified with 1N HCl, an... Starting materials: CC(C=O)C (2-methyl-propan-1-one), CC(C)C=1C(=C2C=CC=CN2N1)C(=O)C(C)C (ibudilast), C(C)(C)C1=NN2C(C=CC=C2)=C1 (isopropylpyrazolo[1,5-a]pyridine), 3-carboxylic acid, CC(C)C1=NN2C=CC=CC2=C1C(=O)C(C)N (AV1013), CC(C)C=1C(=C2C=CC=CN2N1)C(=O)C(C)C (ibudilast). The product is CC(C)C1=NN2C=CC=CC2=C1C(=O)C(C)N (AV1013), C(C)(C)C1=NN2C(C=CC=C2)=C1 (IPPP), C(C)(C)C1=NN2C(C=CC=C2)=C1C(=O)O (2-isopropyl-pyrazolo[1,5-a]pyridin-3-carboxylic acid). RXN SMILES: [CH3:1][CH:2]([C:4]1[C:12]([C:13]([CH:15]([NH2:17])[CH3:16])=[O:14])=[C:11]2[N:6]([CH:7]=[CH:8][CH:9]=[CH:10]2)[N:5]=1)[CH3:3].[CH3:18][CH:19]([C:21]1[C:22]([C:30](C(C)C)=[O:31])=[C:23]2[N:28]([N:29]=1)[CH:27]=[CH:26][CH:25]=[CH:24]2)[CH3:20].C(C1C=C2C=CC=CN2N=1)(C)C.CC(C)C=[O:50]>>[CH3:3][CH:2]([C:4]1[C:12]([C:13]([CH:15]([NH2:17])[CH3:16])=[O:14])=[C:11]2[N:6]([CH:7]=[CH:8][CH:9]=[CH:10]2)[N:5]=1)[CH3:1].[CH:19]([C:21]1[CH:22]=[C:23]2[CH:24]=[CH:25][CH:26]=[CH:27][N:28]2[N:29]=1)([CH3:20])[CH3:18].[CH:19]([C:21]1[C:22]([C:30]([OH:31])=[O:50])=[C:23]2[CH:24]=[CH:25][CH:26]=[CH:27][N:28]2[N:29]=1)([CH3:18])[CH3:20]. Procedure: According to one approach, therefore, the desired S-enantiomer of AV1013 is prepared by chiral resolution of the corresponding racemic mixture. As shown in FIG. 6, and described in the Example 1 below, synthesis of AV1013 involves several steps. The first step involves the synthesis of 2-chloro-nor-methylibudilast using either ibudilast (2-methyl-1-(2-isopropylpyrazolo[1,5-a]pyridin-3-yl)propan-1-one) or the corresponding 3-carboxylic acid (2-isopropyl-pyrazolo[1,5-a]pyridin-3-carboxylic acid, i...